Dataset: the Open Reaction Database (ORD), a public repository of structured organic reaction records. Task: describe an organic reaction: reactants, conditions, products, and yield Starting materials: Brc1ccc(OCCC2CCNCC2)cc1, CCOC(=O)COC(=O)Oc1ccccc1. Yields the product CCOC(=O)COC(=O)N1CCC(CCOc2ccc(Br)cc2)CC1. Reaction SMILES: [Br:1][c:2]1[cH:3][cH:4][c:5]([O:8][CH2:9][CH2:10][CH:11]2[CH2:12][CH2:13][NH:14][CH2:15][CH2:16]2)[cH:6][cH:7]1.[c:17]1([O:23][C:24](=[O:18])[O:26][CH2:27][C:28](=[O:29])[O:30][CH2:31][CH3:32])[cH:19][cH:20][cH:21][cH:22][cH:25]1>>[Br:1][c:2]1[cH:3][cH:4][c:5]([O:8][CH2:9][CH2:10][CH:11]2[CH2:12][CH2:13][N:14]([C:24](=[O:23])[O:26][CH2:27][C:28](=[O:29])[O:30][CH2:31][CH3:32])[CH2:15][CH2:16]2)[cH:6][cH:7]1. The reactants are COC(=O)c1nc(Br)c2c(Oc3ccccc3)cccc2c1O, CN(C)C=O, CC(C)O, ClC(Cl)Cl, N#C[Cu], O. Product: COC(=O)c1nc(C#N)c2c(Oc3ccccc3)cccc2c1O. Reaction SMILES: [CH3:1][O:2][C:3](=[O:4])[c:5]1[n:6][c:7]([Br:23])[c:8]2[c:9]([O:16][c:17]3[cH:18][cH:19][cH:20][cH:21][cH:22]3)[cH:10][cH:11][cH:12][c:13]2[c:14]1[OH:15].[CH3:27][N:28]([CH3:29])[CH:30]=[O:31].[CH:32]([OH:33])([CH3:34])[CH3:35].[CH:36]([Cl:37])([Cl:38])[Cl:39].[Cu:24][C:25]#[N:26].[OH2:40]>>[CH3:1][O:2][C:3](=[O:4])[c:5]1[n:6][c:7]([C:25]#[N:26])[c:8]2[c:9]([O:16][c:17]3[cH:18][cH:19][cH:20][cH:21][cH:22]3)[cH:10][cH:11][cH:12][c:13]2[c:14]1[OH:15]. Reactants: C(=O)(N1C=NC=C1)N1C=NC=C1 (1,1′-carbonyldiimidazole), C(#N)C1=CC(=C(C=C1)C1C(=C(NC2=CC=NC(=C12)OCC)C(F)(F)F)C(=O)O)OC (4-(4-Cyano-2-methoxyphenyl)-5-ethoxy-2-(trifluoromethyl)-1,4-dihydro-1,6-naphthyridine-3-carboxylic acid), N (ammonia). The solvent is C(C)(=O)OCC (ethyl acetate). Conditions: time 2 hour. Product: C(#N)C1=CC(=C(C=C1)C1C(=C(NC2=CC=NC(=C12)OCC)C(F)(F)F)C(=O)N)OC (4-(4-Cyano-2-methoxyphenyl)-5-ethoxy-2-(trifluoromethyl)-1,4-dihydro-1,6-naphthyridine-3-carboxamide). Reaction SMILES: [C:1]([C:3]1[CH:8]=[CH:7][C:6]([CH:9]2[C:18]3[C:13](=[CH:14][CH:15]=[N:16][C:17]=3[O:19][CH2:20][CH3:21])[NH:12][C:11]([C:22]([F:25])([F:24])[F:23])=[C:10]2[C:26](O)=[O:27])=[C:5]([O:29][CH3:30])[CH:4]=1)#[N:2].C(N1C=CN=C1)([N:33]1C=CN=C1)=O.N>C(OCC)(=O)C>[C:1]([C:3]1[CH:8]=[CH:7][C:6]([CH:9]2[C:18]3[C:13](=[CH:14][CH:15]=[N:16][C:17]=3[O:19][CH2:20][CH3:21])[NH:12][C:11]([C:22]([F:23])([F:24])[F:25])=[C:10]2[C:26]([NH2:33])=[O:27])=[C:5]([O:29][CH3:30])[CH:4]=1)#[N:2]. Procedure: 180 mg (0.429 mmol) of the compound from Example 38A are introduced into 5 ml of ethyl acetate and, after addition of 87.0 mg (0.537 mmol) of 1,1′-carbonyldiimidazole, stirred at room temperature for two hours. Complete conversion is established by a TLC check. The volatile components are removed in a rotary evaporator, and the residue is taken up in 4 ml of DMF. Then 597 μl of ammonia (28% by weight solution in water, 4.29 mmol) are added, and the reaction mixture is heated at 100° C. in a clos... Reactants: N1CCOCC1 (morpholine), ClC1=NC=2N(C(NC(C2N1CC=C)=O)=O)CCCCC (8-chloro-3-pentyl-7-(2-propen-1-yl)-3,7-dihydro-1H-purine-2,6-dione), BrCCCCC1C(N(CC1)CC1=CC=CC=C1)=O (3-(4-bromobutyl)-1-(phenylmethyl)-2-pyrrolidinone), C([O-])([O-])=O.[K+].[K+] (potassium carbonate). Reagents/catalysts: C=1C=CC(=CC1)[P](C=2C=CC=CC2)(C=3C=CC=CC3)[Pd]([P](C=4C=CC=CC4)(C=5C=CC=CC5)C=6C=CC=CC6)([P](C=7C=CC=CC7)(C=8C=CC=CC8)C=9C=CC=CC9)[P](C=1C=CC=CC1)(C=1C=CC=CC1)C=1C=CC=CC1 (Pd(PPh3)4). Run in C1CCOC1 (THF). Run at temperature 50 celsius, time 18 hour. Product: ClC1=NC=2N(C(N(C(C2N1)=O)CCCCC1C(N(CC1)CC1=CC=CC=C1)=O)=O)CCCCC (8-Chloro-1-{4-[2-oxo-1-(phenylmethyl)-3-pyrrolidinyl]butyl}-3-pentyl-3,7-dihydro-1H-purine-2,6-dione). As a reaction SMILES: [Cl:1][C:2]1[N:10](CC=C)[C:9]2[C:8](=[O:14])[NH:7][C:6](=[O:15])[N:5]([CH2:16][CH2:17][CH2:18][CH2:19][CH3:20])[C:4]=2[N:3]=1.Br[CH2:22][CH2:23][CH2:24][CH2:25][CH:26]1[CH2:30][CH2:29][N:28]([CH2:31][C:32]2[CH:37]=[CH:36][CH:35]=[CH:34][CH:33]=2)[C:27]1=[O:38].C(=O)([O-])[O-].[K+].[K+].N1CCOCC1>C1COCC1.C1C=CC([P]([Pd]([P](C2C=CC=CC=2)(C2C=CC=CC=2)C2C=CC=CC=2)([P](C2C=CC=CC=2)(C2C=CC=CC=2)C2C=CC=CC=2)[P](C2C=CC=CC=2)(C2C=CC=CC=2)C2C=CC=CC=2)(C2C=CC=CC=2)C2C=CC=CC=2)=CC=1>[Cl:1][C:2]1[NH:10][C:9]2[C:8](=[O:14])[N:7]([CH2:22][CH2:23][CH2:24][CH2:25][CH:26]3[CH2:30][CH2:29][N:28]([CH2:31][C:32]4[CH:33]=[CH:34][CH:35]=[CH:36][CH:37]=4)[C:27]3=[O:38])[C:6](=[O:15])[N:5]([CH2:16][CH2:17][CH2:18][CH2:19][CH3:20])[C:4]=2[N:3]=1 |f:2.3.4,^1:59,61,80,99|. Reported procedure: To a solution of 8-chloro-3-pentyl-7-(2-propen-1-yl)-3,7-dihydro-1H-purine-2,6-dione (0.086 g, 0.29 mmol) and 3-(4-bromobutyl)-1-(phenylmethyl)-2-pyrrolidinone (0.17 g, 0.55 mmol, 1:1 mixture with 2-(phenylmethyl)-2-azaspiro[4.4]nonan-1-one) in THF (5 ml) was added potassium carbonate (0.08 g, 0.58 mmol) and the mixture heated and stirred at 50° C. for 18 h. The solution was allowed to cool then degassed (sequential evacuation followed by addition of nitrogen×3) and Pd(PPh3)4 (0.09 g, 0.077 mmol... The reactants are CC1=C(C=C(C(=O)O)C=C1)S(N)(=O)=O (4-methyl-3-sulfamoylbenzoic acid), S(=O)(Cl)Cl (thionyl chloride). Yields the product CC1=C(C=C(C(=O)Cl)C=C1)S(N)(=O)=O (4-Methyl-3-sulfamoylbenzoyl chloride). RXN SMILES: [CH3:1][C:2]1[CH:10]=[CH:9][C:5]([C:6](O)=[O:7])=[CH:4][C:3]=1[S:11](=[O:14])(=[O:13])[NH2:12].S(Cl)([Cl:17])=O>>[CH3:1][C:2]1[CH:10]=[CH:9][C:5]([C:6]([Cl:17])=[O:7])=[CH:4][C:3]=1[S:11](=[O:14])(=[O:13])[NH2:12]. Procedure: 10 g of 4-methyl-3-sulfamoylbenzoic acid were boiled under reflux for 8 hours in 50 ml of thionyl chloride and the reaction mixture was allowed to stand over night at 0° C. The crystals were collected on a sinter glass frit and washed with petroleum ether and diisopropyl ether. Melting point: 180° C (decomposition). The reactants are [H][H] (hydrogen), [N+](=O)([O-])C1=CC=C(OCC(COC2=CC=C(C=C2)[N+](=O)[O-])(COC2=CC=C(C=C2)[N+](=O)[O-])COC2=CC=C(C=C2)[N+](=O)[O-])C=C1 (1,3-bis(4-nitrophenoxy)-2,2-bis [(4-nitrophenoxy)methyl]propane). Reagents/catalysts: [Pd] (Pd/C). Solvent: O1CCCC1 (tetrahydrofuran). Product: NC1=CC=C(OCC(COC2=CC=C(C=C2)N)(COC2=CC=C(C=C2)N)COC2=CC=C(C=C2)N)C=C1 (1,3-bis(4-aminophenoxy)-2,2-bis[(4-aminophenoxy)methyl]propane). Isolated yield 90.0%. As a reaction SMILES: [N+:1]([C:4]1[CH:45]=[CH:44][C:7]([O:8][CH2:9][C:10]([CH2:33][O:34][C:35]2[CH:40]=[CH:39][C:38]([N+:41]([O-])=O)=[CH:37][CH:36]=2)([CH2:22][O:23][C:24]2[CH:29]=[CH:28][C:27]([N+:30]([O-])=O)=[CH:26][CH:25]=2)[CH2:11][O:12][C:13]2[CH:18]=[CH:17][C:16]([N+:19]([O-])=O)=[CH:15][CH:14]=2)=[CH:6][CH:5]=1)([O-])=O.[H][H]>O1CCCC1.[Pd]>[NH2:19][C:16]1[CH:15]=[CH:14][C:13]([O:12][CH2:11][C:10]([CH2:9][O:8][C:7]2[CH:6]=[CH:5][C:4]([NH2:1])=[CH:45][CH:44]=2)([CH2:22][O:23][C:24]2[CH:29]=[CH:28][C:27]([NH2:30])=[CH:26][CH:25]=2)[CH2:33][O:34][C:35]2[CH:36]=[CH:37][C:38]([NH2:41])=[CH:39][CH:40]=2)=[CH:18][CH:17]=1. Reported procedure: A mixture of 1,3-bis(4-nitrophenoxy)-2,2-bis [(4-nitrophenoxy)methyl]propane (15.43 grams, 24.87 mmol; prepared as described in Part B of this Example) and Pd/C 10% (1.58 grams, obtained from Aldrich Chemical Co.) was stirred for 70 hours in tetrahydrofuran (400 milliliters) under 180 pounds per square inch of hydrogen gas. The mixture was then filtered over CELITE, and the solvent was removed by evaporation under reduced pressure. The residue was recrystallized from nitrobenzene/benzene to affo... The reactants are FC1=C(C=CC=C1)CCC(C(=O)OC)C(=O)OC (Dimethyl 2-[2-(2-fluorophenyl)ethyl]malonate), [OH-].[Na+] (sodium hydroxide), C(C)O (ethanol). Run in O (water). Yields the product FC1=C(C=CC=C1)CCCC(=O)O (4-(2-fluorophenyl)butanoic acid). As a reaction SMILES: [F:1][C:2]1[CH:7]=[CH:6][CH:5]=[CH:4][C:3]=1[CH2:8][CH2:9][CH:10](C(OC)=O)[C:11]([O:13]C)=[O:12].[OH-].[Na+].C(O)C>O>[F:1][C:2]1[CH:7]=[CH:6][CH:5]=[CH:4][C:3]=1[CH2:8][CH2:9][CH2:10][C:11]([OH:13])=[O:12] |f:1.2|. Reported procedure: Dimethyl 2-[2-(2-fluorophenyl)ethyl]malonate, sodium hydroxide (22.7 g), ethanol (150 ml) and water (100 ml) were heated under reflux for 1.5 hr. The reaction mixture was concentrated under reduced pressure, and the residue was acidified with hydrochloric acid, and extracted with chloroform. The extract was washed with water and saturated brine, dried over magnesium sulfate, and concentrated under reduced pressure to give 4-(2-fluorophenyl)butanoic acid.